From a dataset of the Open Reaction Database (ORD), a public repository of structured organic reaction records. describe an organic reaction: reactants, conditions, products, and yield Reactants: C(C)(C)OC(C(C(=O)OC(C)C)CC=1C(=NC(=CC1NC(CC)CC)C)OC1=C(C=C(C=C1C)C)C)=O (2-[4-(1-ethyl-propylamino)-6-methyl-2-(2,4,6-trimethyl-phenoxy)-pyridin-3-ylmethyl]-malonic acid diisopropyl ester), P(O)(O)(O)=O (phosphoric acid). Conditions: temperature 73 celsius. Product: C(C)C(CC)N1C(CCC2=C(N=C(C=C12)C)OC1=C(C=C(C=C1C)C)C)=O (1-(1-Ethyl-propyl)-7-methyl-5-(2,4,6-trimethyl-phenoxy)-3,4-dihydro-1H-[1,6]naphthyridin-2-one). Yield: 97.9%. RXN SMILES: C([O:4][C:5](=O)[CH:6]([CH2:13][C:14]1[C:15]([O:27][C:28]2[C:33]([CH3:34])=[CH:32][C:31]([CH3:35])=[CH:30][C:29]=2[CH3:36])=[N:16][C:17]([CH3:26])=[CH:18][C:19]=1[NH:20][CH:21]([CH2:24][CH3:25])[CH2:22][CH3:23])C(OC(C)C)=O)(C)C.P(=O)(O)(O)O>>[CH2:22]([CH:21]([N:20]1[C:19]2[C:14](=[C:15]([O:27][C:28]3[C:33]([CH3:34])=[CH:32][C:31]([CH3:35])=[CH:30][C:29]=3[CH3:36])[N:16]=[C:17]([CH3:26])[CH:18]=2)[CH2:13][CH2:6][C:5]1=[O:4])[CH2:24][CH3:25])[CH3:23]. Procedure details: A mixture of 2-[4-(1-ethyl-propylamino)-6-methyl-2-(2,4,6-trimethyl-phenoxy)-pyridin-3-ylmethyl]-malonic acid diisopropyl ester (40 mg, 0.078 mmol) and 85% phosphoric acid was heated at 73° C. overnight, and then heated at 133° C. for 1 hour. The reaction mixture was cooled, quenched with water and extracted with ethyl acetate. The organic layer was washed with brine, dried and concentrated to give a brown oil. The oil residue was purified through silica gel column chromatography using 3% ethyl ... Starting materials: COCC1=C(C=CC(=C1)C1=NC(=NO1)C1=CC=C(C=C1)CCO)C1=C(C=CC=C1)C (2-(4-(5-(2-(methoxymethyl)-2′-methylbiphenyl-4-yl)-1,2,4-oxadiazol-3-yl)phenyl)ethanol), Cl.CNCC(=O)OC(C)(C)C (tert-butyl N-methylglycinate hydrochloride). The product is COCC1=C(C=CC(=C1)C1=NC(=NO1)C1=CC=C(C=C1)CCN(C)CC(=O)O)C1=C(C=CC=C1)C ([(2-{4-[5-(2-Methoxymethyl-2′-methyl-biphenyl-4-yl)-[1,2,4]oxadiazol-3-yl]-phenyl}-ethyl)-methyl-amino]-acetic acid). Reaction SMILES: [CH3:1][O:2][CH2:3][C:4]1[CH:9]=[C:8]([C:10]2[O:14][N:13]=[C:12]([C:15]3[CH:20]=[CH:19][C:18]([CH2:21][CH2:22]O)=[CH:17][CH:16]=3)[N:11]=2)[CH:7]=[CH:6][C:5]=1[C:24]1[CH:29]=[CH:28][CH:27]=[CH:26][C:25]=1[CH3:30].Cl.[CH3:32][NH:33][CH2:34][C:35]([O:37]C(C)(C)C)=[O:36]>>[CH3:1][O:2][CH2:3][C:4]1[CH:9]=[C:8]([C:10]2[O:14][N:13]=[C:12]([C:15]3[CH:20]=[CH:19][C:18]([CH2:21][CH2:22][N:33]([CH2:34][C:35]([OH:37])=[O:36])[CH3:32])=[CH:17][CH:16]=3)[N:11]=2)[CH:7]=[CH:6][C:5]=1[C:24]1[CH:29]=[CH:28][CH:27]=[CH:26][C:25]=1[CH3:30] |f:1.2|. Procedure: The title compound was prepared following the procedure described for Example 86 Steps 2 to 4, but starting from 2-(4-(5-(2-(methoxymethyl)-2′-methylbiphenyl-4-yl)-1,2,4-oxadiazol-3-yl)phenyl)ethanol and tert-butyl N-methylglycinate hydrochloride to give the title compound as a white solid. LC/MS (Method B): 470.0 (M−H)−; 472.0 (M+H)+. HPLC (Method F) Rt 3.22 min (Purity: 96.8%). Reactants: ClC=1C(=C(NC1C)C(=O)O)C#N (4-chloro-3-cyano-5-methyl-1H-pyrrole-2-carboxylic acid), ClC=1C(=C(NC1C)C(=O)O)C#N (4-chloro-3-cyano-5-methyl-1H-pyrrole-2-carboxylic acid), N[C@H]1[C@H](CN(CC1)C(=O)OCC)OCC=C (Ethyl (3S,4R)-4-amino-3-(prop-2-en-1-yloxy)piperidine-1-carboxylate), N[C@H]1[C@H](CN(CC1)C(=O)OCC)OCC=C (Ethyl (3S,4R)-4-amino-3-(prop-2-en-1-yloxy)piperidine-1-carboxylate), C=1C=CC2=C(C1)N=NN2O (HOBt), CN1CCOCC1 (N-methyl morpholine), CCN=C=NCCCN(C)C.Cl (EDC HCl). Solvent: ClCCl (dichloromethane). Reaction conditions: time 1 hour. Yields the product ClC=1C(=C(NC1C)C(=O)N[C@H]1[C@H](CN(CC1)C(=O)OCC)OCC=C)C#N (Ethyl (3S,4R)-4-{[(4-chloro-3-cyano-5-methyl-1H-pyrrol-2-yl)carbonyl]amino}-3-(prop-2-en-1-yloxy)piperidine-1-carboxylate). The yield is 90.7%. As a reaction SMILES: [Cl:1][C:2]1[C:3]([C:11]#[N:12])=[C:4]([C:8]([OH:10])=O)[NH:5][C:6]=1[CH3:7].[NH2:13][C@@H:14]1[CH2:19][CH2:18][N:17]([C:20]([O:22][CH2:23][CH3:24])=[O:21])[CH2:16][C@@H:15]1[O:25][CH2:26][CH:27]=[CH2:28].C1C=CC2N(O)N=NC=2C=1.CN1CCOCC1.CCN=C=NCCCN(C)C.Cl>ClCCl>[Cl:1][C:2]1[C:3]([C:11]#[N:12])=[C:4]([C:8]([NH:13][C@@H:14]2[CH2:19][CH2:18][N:17]([C:20]([O:22][CH2:23][CH3:24])=[O:21])[CH2:16][C@@H:15]2[O:25][CH2:26][CH:27]=[CH2:28])=[O:10])[NH:5][C:6]=1[CH3:7] |f:4.5|. Procedure: To a solution of 4-chloro-3-cyano-5-methyl-1H-pyrrole-2-carboxylic acid (Intermediate 16, 562 mg, 3.07 mmol) and ethyl (3S,4R)-4-amino-3-(prop-2-en-1-yloxy)piperidine-1-carboxylate (Intermediate 18, 700 mg, 3.07 mmol) in dichloromethane (150 mL) were added HOBt (470 mg, 3.07 mmol) and N-methyl morpholine (1.01 mL, 9.21 mmol). The reaction mixture was stirred for 1 h at room temperature and EDC HCl (1.05 g, 5.52 mmol) was added. The resulting reaction mixture was stirred at room temperature overn... The reactants are [H-].[Na+] (sodium hydride), FC1=C(C=C(C=C1)F)[N+](=O)[O-] (2,5-difluoronitrobenzene), NC1=CC=C(OC(C(=O)OCC)C)C=C1 (ethyl 2-(4-aminophenoxy)propionate). Run in CS(=O)C (dimethyl sulfoxide), O (water). Reaction conditions: time 24 hour. Product: FC1=CC(=C(C=C1)NC1=CC=C(OC(C(=O)OCC)C)C=C1)[N+](=O)[O-] (ethyl 2-(4-(4-fluoro-2-nitrophenyl-amino)phenoxy)propionate). Reaction SMILES: [H-].[Na+].F[C:4]1[CH:9]=[CH:8][C:7]([F:10])=[CH:6][C:5]=1[N+:11]([O-:13])=[O:12].[NH2:14][C:15]1[CH:28]=[CH:27][C:18]([O:19][CH:20]([CH3:26])[C:21]([O:23][CH2:24][CH3:25])=[O:22])=[CH:17][CH:16]=1>CS(C)=O.O>[F:10][C:7]1[CH:8]=[CH:9][C:4]([NH:14][C:15]2[CH:16]=[CH:17][C:18]([O:19][CH:20]([CH3:26])[C:21]([O:23][CH2:24][CH3:25])=[O:22])=[CH:27][CH:28]=2)=[C:5]([N+:11]([O-:13])=[O:12])[CH:6]=1 |f:0.1|. Procedure: 2.5 g of sodium hydride paste (60% in mineral oil) was added in portions to a stirred solution of 9.9 g of 2,5-difluoronitrobenzene and 12.7 g of 1E in 200 ml of dimethyl sulfoxide. The resulting mixture was held at 160°-170° C. for 24 hours, then was cooled, diluted with 1000 ml of water and extracted with ether. The extract was chromatographed on silica gel to give ethyl 2-(4-(4-fluoro-2-nitrophenyl-amino)phenoxy)propionate (7A) as a viscous oil. Starting materials: [BH4-].[Na+] (Sodium borohydride), C(=O)C1=C(C=CC(=C1)OC)C1=C(C(=CC(=N1)C=1C=NC=CC1)SC)C#N (6-(2-formyl-4-methoxyphenyl)-4-(methylthio)-2,3′-bipyridine-5-carbonitrile). The solvent is CO (methanol), ClCCl (dichloromethane). Reaction conditions: time 20 minute. Yields the product OCC1=C(C=CC(=C1)OC)C1=C(C(=CC(=N1)C=1C=NC=CC1)SC)C#N (6-(2-(hydroxymethyl)-4-methoxyphenyl)-4-(methylthio)-2,3′-bipyridine-5-carbonitrile). Yield: 64.2%. Reaction SMILES: [BH4-].[Na+].[CH:3]([C:5]1[CH:10]=[C:9]([O:11][CH3:12])[CH:8]=[CH:7][C:6]=1[C:13]1[N:18]=[C:17]([C:19]2[CH:20]=[N:21][CH:22]=[CH:23][CH:24]=2)[CH:16]=[C:15]([S:25][CH3:26])[C:14]=1[C:27]#[N:28])=[O:4]>CO.ClCCl>[OH:4][CH2:3][C:5]1[CH:10]=[C:9]([O:11][CH3:12])[CH:8]=[CH:7][C:6]=1[C:13]1[N:18]=[C:17]([C:19]2[CH:20]=[N:21][CH:22]=[CH:23][CH:24]=2)[CH:16]=[C:15]([S:25][CH3:26])[C:14]=1[C:27]#[N:28] |f:0.1|. Procedure: Sodium borohydride (2.2 mg, 0.058 mmol) was added to a solution of 6-(2-formyl-4-methoxyphenyl)-4-(methylthio)-2,3′-bipyridine-5-carbonitrile (4.3 mg, 0.012 mmol) in methanol (0.45 mL) and dichloromethane (0.450 mL) at room temperature. After 20 min at ambient temperature, the mixture was quenched with TEA (10 μL) and concentrated. Silica gel chromatography, eluting with 0-10% methanol in dichloromethane, gave 6-(2-(hydroxymethyl)-4-methoxyphenyl)-4-(methylthio)-2,3′-bipyridine-5-carbonitrile as...